Dataset: the Open Reaction Database (ORD), a public repository of structured organic reaction records. Task: describe an organic reaction: reactants, conditions, products, and yield Reactants: β-ketoester, CCOCC (ether), C(C1=CC=CC=C1)OCC(CCCC(=CCCl)C)C (8-benzyloxy-3,7-dimethyl-2-octenyl chloride), [OH-].[Na+].CO (sodium hydroxide methanol), O (water). Run in [Cl-].[Na+].O (brine). Yields the product C(C1=CC=CC=C1)OCC(CCCC(=CCCC(C)=O)C)C (1-benzyloxy-2,6-dimethyl-10-oxo-undec-6-ene). The yield is 61.0%. RXN SMILES: [CH2:1]([O:8][CH2:9][CH:10]([CH3:19])[CH2:11][CH2:12][CH2:13][C:14]([CH3:18])=[CH:15][CH2:16]Cl)[C:2]1[CH:7]=[CH:6][CH:5]=[CH:4][CH:3]=1.[OH-].[Na+].[CH3:22]O.O.CC[O:27][CH2:28][CH3:29]>[Cl-].[Na+].O>[CH2:1]([O:8][CH2:9][CH:10]([CH3:19])[CH2:11][CH2:12][CH2:13][C:14]([CH3:18])=[CH:15][CH2:16][CH2:22][C:28](=[O:27])[CH3:29])[C:2]1[CH:7]=[CH:6][CH:5]=[CH:4][CH:3]=1 |f:1.2.3,6.7.8|. Procedure: The β-ketoester derived from 8-benzyloxy-3,7-dimethyl-2-octenyl chloride (25.2 g, 67.5 mM) is treated with 2 N sodium hydroxide/methanol (675 ml) and after 10 minutes water (675 ml) is added. The reaction mixture is heated at reflux for 3 hours. The solvent is removed in vacuo and the residue obtained is treated with ether and brine. The layers are separated, the aqueous phase is extracted with ether, and the combined extracts are washed with brine and dried (Na2SO4). The solvent is removed in v...